Dataset: the Open Reaction Database (ORD), a public repository of structured organic reaction records. Task: describe an organic reaction: reactants, conditions, products, and yield The reactants are ClC1=NC2=C(N=CC=C2C=C1)NC=1SC=C(N1)C ((2-chloro-[1,7]naphthyridin-8-yl)-(4-methyl-thiazol-2-yl)-amine), CCCCCC (n-hexane), solution, C(C)[Zn]CC (diethylzinc). The reagents and catalysts are C=1C=CC(=CC1)[P](C=2C=CC=CC2)(C=3C=CC=CC3)[Pd]([P](C=4C=CC=CC4)(C=5C=CC=CC5)C=6C=CC=CC6)([P](C=7C=CC=CC7)(C=8C=CC=CC8)C=9C=CC=CC9)[P](C=1C=CC=CC1)(C=1C=CC=CC1)C=1C=CC=CC1 (tetrakis(triphenylphosphine)palladium). Run in O1CCCC1 (tetrahydrofuran). The product is C(C)C1=NC2=C(N=CC=C2C=C1)NC=1SC=C(N1)C ((2-Ethyl-[1,7]naphthyridin-8-yl)-(4-methyl-thiazol-2-yl)-amine). The yield is 28.0%. RXN SMILES: Cl[C:2]1[CH:11]=[CH:10][C:9]2[C:4](=[C:5]([NH:12][C:13]3[S:14][CH:15]=[C:16]([CH3:18])[N:17]=3)[N:6]=[CH:7][CH:8]=2)[N:3]=1.[CH2:19]([Zn]CC)[CH3:20].CCCCCC>O1CCCC1.C1C=CC([P]([Pd]([P](C2C=CC=CC=2)(C2C=CC=CC=2)C2C=CC=CC=2)([P](C2C=CC=CC=2)(C2C=CC=CC=2)C2C=CC=CC=2)[P](C2C=CC=CC=2)(C2C=CC=CC=2)C2C=CC=CC=2)(C2C=CC=CC=2)C2C=CC=CC=2)=CC=1>[CH2:19]([C:2]1[CH:11]=[CH:10][C:9]2[C:4](=[C:5]([NH:12][C:13]3[S:14][CH:15]=[C:16]([CH3:18])[N:17]=3)[N:6]=[CH:7][CH:8]=2)[N:3]=1)[CH3:20] |^1:38,40,59,78|. Reported procedure: To a solution of (2-chloro-[1,7]naphthyridin-8-yl)-(4-methyl-thiazol-2-yl)-amine (0.055 g, 0.20 mmol) in 2 ml dry tetrahydrofuran (purged with argon) were subsequently added tetrakis(triphenylphosphine)palladium (0.011 g, 0.0095 mmol) and a 1.0 M solution of diethylzinc in n-hexane (0.4 ml, 0.4 mmol). The reaction mixture was heated at reflux for 1 h. Cooling to room temperature was followed by quenching with saturated aqueous ammonium chloride solution at 0-5° C. The aquous layer was basified t... The reactants are BrCc1cc(Br)cnc1CBr, NC(c1ccccc1)(c1ccccc1)c1ccccc1, CCN(C(C)C)C(C)C, CN(C)C=O. Product: Brc1cnc2c(c1)CN(C(c1ccccc1)(c1ccccc1)c1ccccc1)C2. RXN SMILES: [Br:1][c:2]1[cH:3][c:4]([CH2:10][Br:9])[c:5]([CH2:8][Br:11])[n:6][cH:7]1.[C:12]([c:13]1[cH:14][cH:15][cH:16][cH:17][cH:18]1)([c:19]1[cH:20][cH:21][cH:22][cH:23][cH:24]1)([c:25]1[cH:26][cH:27][cH:28][cH:29][cH:30]1)[NH2:31].[CH:32]([N:33]([CH2:34][CH3:35])[CH:36]([CH3:37])[CH3:38])([CH3:39])[CH3:40].[O:41]=[CH:42][N:43]([CH3:44])[CH3:45]>>[Br:1][c:2]1[cH:3][c:4]2[c:5]([n:6][cH:7]1)[CH2:8][N:31]([C:12]([c:13]1[cH:14][cH:15][cH:16][cH:17][cH:18]1)([c:19]1[cH:20][cH:21][cH:22][cH:23][cH:24]1)[c:25]1[cH:26][cH:27][cH:28][cH:29][cH:30]1)[CH2:10]2. Starting materials: C1(CCCCC1)ON1C(CC(CC1(C)C)O)(C)C (1-Cyclohexyloxy-2,2,6,6-tetramethylpiperidin-4-ol), C(CS)(=O)OC (methyl thioglycolate), [NH2-].[Li+] (Lithium amide). Solvent: C1(=CC=CC=C1)C (toluene). Product: C(CS)(=O)OC1CC(N(C(C1)(C)C)OC1CCCCC1)(C)C (1-Cyclohexyloxy-2,2,6,6-tetramethylpiperidin-4-yl Thioglycolate). RXN SMILES: [CH:1]1([O:7][N:8]2[C:13]([CH3:15])([CH3:14])[CH2:12][CH:11]([OH:16])[CH2:10][C:9]2([CH3:18])[CH3:17])[CH2:6][CH2:5][CH2:4][CH2:3][CH2:2]1.[C:19](OC)(=[O:22])[CH2:20][SH:21].[NH2-].[Li+]>C1(C)C=CC=CC=1>[C:19]([O:16][CH:11]1[CH2:10][C:9]([CH3:18])([CH3:17])[N:8]([O:7][CH:1]2[CH2:2][CH2:3][CH2:4][CH2:5][CH2:6]2)[C:13]([CH3:14])([CH3:15])[CH2:12]1)(=[O:22])[CH2:20][SH:21] |f:2.3|. Procedure details: 1-Cyclohexyloxy-2,2,6,6-tetramethylpiperidin-4-ol a (25.5 grams, 0.1 mol) and methyl thioglycolate (10.6 grams, 0.11 mol) are dissolved in toluene. Lithium amide (0.09 mol) is added and the reaction mixture is heated under reflux and the distillate collected in a Dean-Stark trap. After heating under reflux overnight, the toluene is removed under reduced pressure. Acetic acid is added to neutralize the basic catalyst. The crude reaction product is purified by liquid chromatography to afford the t... The reactants are ON=C(C(=O)OCC)C=1N=C(SC1)N (Ethyl 2-hydroxyimino-2-(2-aminothiazol-4-yl)acetate), C(C)(=O)OC(C)=O (acetic anhydride). Run in C(=O)O (formic acid). Product: ON=C(C(=O)OCC)C=1N=C(SC1)NC=O (ethyl 2-hydroxyimino-2-(2-formamidothiazol-4-yl)acetate). Yield: 76.7%. RXN SMILES: [OH:1][N:2]=[C:3]([C:9]1[N:10]=[C:11]([NH2:14])[S:12][CH:13]=1)[C:4]([O:6][CH2:7][CH3:8])=[O:5].[C:15](OC(=O)C)(=[O:17])C>C(O)=O>[OH:1][N:2]=[C:3]([C:9]1[N:10]=[C:11]([NH:14][CH:15]=[O:17])[S:12][CH:13]=1)[C:4]([O:6][CH2:7][CH3:8])=[O:5]. Reported procedure: Ethyl 2-hydroxyimino-2-(2-aminothiazol-4-yl)acetate (syn isomer) (126.4 g), formic acid (81.3 g) and acetic anhydride (180 g) were treated in a similar manner to that of Preparation 12 to give ethyl 2-hydroxyimino-2-(2-formamidothiazol-4-yl)acetate (syn isomer) (109.6 g). Starting materials: S(=O)(=O)(OC)[O-] (methyl sulfate), CN1C(OC(NC1=O)=O)=O (3-methyl-1,3,5-oxadiazine-2,4,6-trione). Run in O (water), C(Cl)(Cl)(Cl)Cl (carbon tetrachloride). The product is CN1C(OC(N(C1=O)C)=O)=O (3,5-dimethyl-1,3,5-oxadiazine-2,4,6-trione). The yield is 92.0%. RXN SMILES: S([O-])([O:4][CH3:5])(=O)=O.[CH3:7][N:8]1[C:13](=[O:14])[NH:12][C:11](=O)[O:10][C:9]1=[O:16]>O.C(Cl)(Cl)(Cl)Cl>[CH3:11][N:12]1[C:13](=[O:14])[N:8]([CH3:7])[C:9](=[O:10])[O:16][C:5]1=[O:4]. Procedure details: The process disclosed in example 1 is used, except that the solvent is not distilled. 15.1 g of methyl sulfate (0.12 mole) are added to the solution of 3-methyl-1,3,5-oxadiazine-2,4,6-trione. The solvent is evaporated after 10 minutes of reaction at a temperature of 25° C. After washing with water and carbon tetrachloride, 14.6 g of 3,5-dimethyl-1,3,5-oxadiazine-2,4,6-trione (yield: 92%) which is a symmetrical disubstituted 1,3,5-oxadiazine trione are obtained.